From a dataset of the Open Reaction Database (ORD), a public repository of structured organic reaction records. describe an organic reaction: reactants, conditions, products, and yield Reactants: C(=O)C=1N=C2C(NC(=NC2=NC1)N)=O (6-formyl pterin), aldehyde, B.CNC (Dimethylamine borane), COC([C@@H](NC(C1=CC=CC=C1)=O)CC1=CCC(C=C1)(O)N)=O (p-Aminobenzoyl-L-tyrosine methyl ester), COC([C@@H](NC(C1=CC=CC=C1)=O)CC1=CCC(C=C1)(O)N)=O (p-Aminobenzoyl-L-tyrosine methyl ester). The solvent is CC(=O)O (HOAc), CC(=O)O (HOAc), C(C)(=O)O (acetic acid). Conditions: temperature 40 celsius, time 30 minute. Product: COC([C@@H](NC(C1=CC=C(NCC2=CN=C3N=C(N)NC(=O)C3=N2)C=C1)=O)CC1=CC=C(C=C1)O)=O (Pteroyl-L-tyrosine methyl ester). Reaction SMILES: [CH:1]([C:3]1[N:4]=[C:5]2[C:10](=[N:11][CH:12]=1)[N:9]=[C:8]([NH2:13])[NH:7][C:6]2=[O:14])=O.[CH3:15][O:16][C:17](=[O:37])[C@H:18]([CH2:28][C:29]1[CH:34]=[CH:33][C:32](N)([OH:35])[CH2:31][CH:30]=1)[NH:19][C:20](=[O:27])[C:21]1[CH:26]=[CH:25][CH:24]=[CH:23][CH:22]=1.B.C[NH:40]C>CC(O)=O>[CH3:15][O:16][C:17](=[O:37])[C@H:18]([CH2:28][C:29]1[CH:34]=[CH:33][C:32]([OH:35])=[CH:31][CH:30]=1)[NH:19][C:20](=[O:27])[C:21]1[CH:26]=[CH:25][C:24]([NH:40][CH2:1][C:3]2[N:4]=[C:5]3[C:10]([N:9]=[C:8]([NH:7][C:6]3=[O:14])[NH2:13])=[N:11][CH:12]=2)=[CH:23][CH:22]=1 |f:2.3|. Procedure details: A 50 ml round-bottom flask containing a magnetic stirring bar was charged with 120.5 mg (0.63 mmole) of 6-formyl pterin, prepared by the method of Viscontini, et al., (1) (2) 490.2 mg (156 mmole, 2.47 equiv.) of H-PABA-L-TME and 4 ml of glacial acetic acid (HOAc). With stirring the H-PABA-L-TME dissolved, but the yellow aldehyde remained in suspension. The flask was flushed with argon as 3-4 ml of trifluoroacetic acid (TFA) was slowly added to effect complete dissolution of the suspended solids....